Dataset: the Open Reaction Database (ORD), a public repository of structured organic reaction records. Task: describe an organic reaction: reactants, conditions, products, and yield The reactants are C(C)(=O)OCC (Ethyl acetate), S(O)(O)(=O)=O (sulfuric acid), [H-].[Al+3].[Li+].[H-].[H-].[H-] (Lithium aluminum hydride), ice, [Si](C)(C)(C(C)(C)C)O[C@H]1[C@@H](O[C@@H]([C@H]1O[Si](C)(C)C(C)(C)C)CO[Si](C)(C)C(C)(C)C)N1C(=NC=2C(N)=NC=NC12)NCC1=CC=C(C=C1)C1=CC(=CC=C1)C(=O)OC (2′,3′,5′-tris-O-(tert-butyldimethylsilyl)-8-(3′-methoxycarbonylbiphenyl-4-ylmethylamino)adenosine), [H-].[Al+3].[Li+].[H-].[H-].[H-] (lithium aluminum hydride). The solvent is O (water), O1CCCC1 (tetrahydrofuran). Run at time 2 hour. Product: OCC=1C=C(C=CC1)C1=CC=C(C=C1)CNC=1N([C@H]2[C@H](O)[C@H](O)[C@@H](CO)O2)C=2N=CN=C(C2N1)N (8-(3′-Hydroxymethylbiphenyl-4-ylmethylamino)adenosine). Isolated yield 55.5%. RXN SMILES: [Si]([O:8][C@@H:9]1[C@H:13]([O:14][Si](C(C)(C)C)(C)C)[C@@H:12]([CH2:22][O:23][Si](C(C)(C)C)(C)C)[O:11][C@H:10]1[N:31]1[C:40]2[N:39]=[CH:38][N:37]=[C:35]([NH2:36])[C:34]=2[N:33]=[C:32]1[NH:41][CH2:42][C:43]1[CH:48]=[CH:47][C:46]([C:49]2[CH:54]=[CH:53][CH:52]=[C:51]([C:55](OC)=[O:56])[CH:50]=2)=[CH:45][CH:44]=1)(C(C)(C)C)(C)C.[H-].[Al+3].[Li+].[H-].[H-].[H-].C(OCC)(=O)C.S(=O)(=O)(O)O>O1CCCC1.O>[OH:56][CH2:55][C:51]1[CH:50]=[C:49]([C:46]2[CH:47]=[CH:48][C:43]([CH2:42][NH:41][C:32]3[N:31]([C:40]4[N:39]=[CH:38][N:37]=[C:35]([NH2:36])[C:34]=4[N:33]=3)[C@@H:10]3[O:11][C@H:12]([CH2:22][OH:23])[C@@H:13]([OH:14])[C@H:9]3[OH:8])=[CH:44][CH:45]=2)[CH:54]=[CH:53][CH:52]=1 |f:1.2.3.4.5.6|. Procedure: To an ice-cold solution of 2′,3′,5′-tris-O-(tert-butyldimethylsilyl)-8-(3′-methoxycarbonylbiphenyl-4-ylmethylamino)adenosine (0.224 g) in tetrahydrofuran (2.6 mL) was added lithium aluminum hydride (0.013 g) in several portions, and the resulting mixture was stirred at room temperature for 2 hours. Lithium aluminum hydride (0.006 g) was added and stirring was continued for additional 2 hours. Ethyl acetate (1.0 mL), 0.5 mol/L sulfuric acid (1 mL) and water (9 mL) were added sequentially and the ... Reactants: BrCc1cc(Br)c2oc(Br)c(-c3ccccc3)c2c1, CN(C)C=O, N#C[Na], O. The product is N#CCc1cc(Br)c2oc(Br)c(-c3ccccc3)c2c1. RXN SMILES: [Br:1][CH2:2][c:3]1[cH:4][c:5]([Br:19])[c:6]2[c:7]([c:8](-[c:12]3[cH:13][cH:14][cH:15][cH:16][cH:17]3)[c:9]([Br:11])[o:10]2)[cH:18]1.[CH3:20][N:21]([CH3:22])[CH:23]=[O:24].[Na:25][C:26]#[N:27].[OH2:28]>>[CH2:2]([c:3]1[cH:4][c:5]([Br:19])[c:6]2[c:7]([c:8](-[c:12]3[cH:13][cH:14][cH:15][cH:16][cH:17]3)[c:9]([Br:11])[o:10]2)[cH:18]1)[C:20]#[N:21].